Task: describe an organic reaction: reactants, conditions, products, and yield. Dataset: the Open Reaction Database (ORD), a public repository of structured organic reaction records Reactants: C1CCOC1, C=CS(C)(=O)=O, Cc1cc(OC2CCNCC2)ccc1Nc1nccc(-c2c(-c3cccc(C(=O)Nc4c(F)cccc4F)c3)nc3ccccn23)n1. The product is Cc1cc(OC2CCN(CCS(C)(=O)=O)CC2)ccc1Nc1nccc(-c2c(-c3cccc(C(=O)Nc4c(F)cccc4F)c3)nc3ccccn23)n1. RXN SMILES: [CH2:54]1[O:55][CH2:56][CH2:57][CH2:58]1.[CH:48](=[CH2:49])[S:50](=[O:51])(=[O:52])[CH3:53].[F:1][c:2]1[c:3]([NH:9][C:10]([c:11]2[cH:12][c:13](-[c:17]3[n:18][c:19]4[n:20]([cH:21][cH:22][cH:23][cH:24]4)[c:25]3-[c:26]3[n:27][c:28]([NH:32][c:33]4[c:34]([CH3:46])[cH:35][c:36]([O:39][CH:40]5[CH2:41][CH2:42][NH:43][CH2:44][CH2:45]5)[cH:37][cH:38]4)[n:29][cH:30][cH:31]3)[cH:14][cH:15][cH:16]2)=[O:47])[c:4]([F:8])[cH:5][cH:6][cH:7]1>>[F:1][c:2]1[c:3]([NH:9][C:10]([c:11]2[cH:12][c:13](-[c:17]3[n:18][c:19]4[n:20]([cH:21][cH:22][cH:23][cH:24]4)[c:25]3-[c:26]3[n:27][c:28]([NH:32][c:33]4[c:34]([CH3:46])[cH:35][c:36]([O:39][CH:40]5[CH2:41][CH2:42][N:43]([CH2:49][CH2:48][S:50](=[O:51])(=[O:52])[CH3:53])[CH2:44][CH2:45]5)[cH:37][cH:38]4)[n:29][cH:30][cH:31]3)[cH:14][cH:15][cH:16]2)=[O:47])[c:4]([F:8])[cH:5][cH:6][cH:7]1. RXN SMILES: [NH2:1][CH2:2][C:3]1[CH:4]=[N:5][CH:6]=[CH:7][CH:8]=1.B.[Na].Cl.[CH2:12](O)[CH3:13]>>[CH:12]1([CH2:13][NH:1][CH2:2][C:3]2[CH:4]=[N:5][CH:6]=[CH:7][CH:8]=2)[CH2:6][CH2:7][CH2:8][CH2:3][CH2:2]1 |f:1.2,^1:9|. The reactants are cyclooctylaldehyde, NCC=1C=NC=CC1 (3-aminomethylpyridine), C(C)O (ethanol), Cl (hydrochloric acid), B.[Na] (sodium boron hydride). Yields the product C1(CCCCC1)CNCC=1C=NC=CC1 (N-(cyclohexylmethyl)-N-(3-pyridylmethyl)amine). Procedure: To 100 ml of ethanol were added 7.0 g of cyclooctylaldehyde and 5.4 g of 3-aminomethylpyridine, and the mixture was subjected to a reaction for 4 hours at about 50° C. After cooling, 2.0 g of sodium boron hydride was added while 20° C. or below was kept by ice cooling, and the mixture was subjected to a reaction for 1 hour at room temperature. The reaction mixture was acidified with 2N hydrochloric acid and concentrated to dryness. To the residue was added an aqueous potassium carbonate solution... The reactants are CCCCC(CC)COP(=O)(O)OCC(CC)CCCC, CC1CCCCC1, [Cl-], [Cl-], [Cl-], [Nd+3], [Nd]. The product is CCCCC(CC)COP(=O)([O-])OCC(CC)CCCC, [Nd+]. Reaction SMILES: [CH2:6]([CH3:7])[CH:8]([CH2:9][O:10][P:11]([O:12][CH2:13][CH:14]([CH2:15][CH2:16][CH2:17][CH3:18])[CH2:19][CH3:20])([OH:21])=[O:22])[CH2:23][CH2:24][CH2:25][CH3:26].[CH3:27][CH:28]1[CH2:29][CH2:30][CH2:31][CH2:32][CH2:33]1.[Cl-:2].[Cl-:4].[Cl-:5].[Nd+3:3].[Nd:1]>>[CH2:6]([CH3:7])[CH:8]([CH2:9][O:10][P:11]([O:12][CH2:13][CH:14]([CH2:15][CH2:16][CH2:17][CH3:18])[CH2:19][CH3:20])(=[O:21])[O-:22])[CH2:23][CH2:24][CH2:25][CH3:26].[Nd+:1]. The reactants are CC(=O)c1ccc(Br)s1, Cn1cnc(C#N)c1. Reagents/catalysts: CC(C)(C)c1ccc(-c2ccc(C(C)(C)C)cc2)cc1 (4,4'-di-tert-butylbiphenyl), CC(C)(C)C(=O)[O-].[K+] (KOPiv), Cl[Pd]CC=C.C=CC[Pd]Cl ([Pd(allyl)Cl]2), CN(C)c1ccc(P(C2CCCCC2)C2CCCCC2)cc1 (A-caPhos). Run in CC(=O)N(C)C (DMA), CC(=O)N(C)C (DMA), CC(=O)N(C)C (DMA). Run at temperature 120 celsius, time 24 hour. The product is CC(=O)c1ccc(-c2c(C#N)ncn2C)s1. The yield is 70.8%. The reactants are NC(C(CNC1(CC1)C1=CC(=CC=C1)CC)O)CC1=CC(=CC(=C1)F)F (3-Amino-4-(3,5-difluoro-phenyl)-1-[1-(3-ethyl-phenyl)-cyclopropylamino]-butan-2-ol), TEA, C1(CCCC(=O)O1)=O (glutaric anhydride). Solvent: C(Cl)(Cl)Cl (chloroform). Reaction conditions: time 30 minute. Product: FC=1C=C(C[C@@H]([C@@H](CNC2(CC2)C2=CC(=CC=C2)CC)O)NC(CCCC(=O)O)=O)C=C(C1)F (5-[((1S,2R)-1-(3,5-difluorobenzyl)-3-{[1-(3-ethylphenyl)cyclopropyl]amino}-2-hydroxypropyl)amino]-5-oxopentanoic acid). As a reaction SMILES: [NH2:1][CH:2]([CH2:18][C:19]1[CH:24]=[C:23]([F:25])[CH:22]=[C:21]([F:26])[CH:20]=1)[CH:3]([OH:17])[CH2:4][NH:5][C:6]1([C:9]2[CH:14]=[CH:13][CH:12]=[C:11]([CH2:15][CH3:16])[CH:10]=2)[CH2:8][CH2:7]1.[C:27]1(=[O:34])[O:33][C:31](=[O:32])[CH2:30][CH2:29][CH2:28]1>C(Cl)(Cl)Cl>[F:26][C:21]1[CH:20]=[C:19]([CH:24]=[C:23]([F:25])[CH:22]=1)[CH2:18][C@H:2]([NH:1][C:27](=[O:34])[CH2:28][CH2:29][CH2:30][C:31]([OH:33])=[O:32])[C@H:3]([OH:17])[CH2:4][NH:5][C:6]1([C:9]2[CH:14]=[CH:13][CH:12]=[C:11]([CH2:15][CH3:16])[CH:10]=2)[CH2:8][CH2:7]1. Procedure: To a solution of 3-Amino-4-(3,5-difluoro-phenyl)-1-[1-(3-ethyl-phenyl)-cyclopropylamino]-butan-2-ol (0.500 g, 1.387 mmol) in chloroform (7 ml) was added TEA (0.58 ml, 4.161 mmol) with stirring under nitrogen for 30 min. To this solution was added glutaric anhydride (0.158 g, 1.387 mmol) and reaction was stirred overnight at 50° C. The reaction mixture was concentrated in vacuo, yielding the product. (ES+: 475.2)